This data is from the Open Reaction Database (ORD), a public repository of structured organic reaction records. The task is: describe an organic reaction: reactants, conditions, products, and yield RXN SMILES: [CH3:42][C:43]#[N:44].[ClH:41].[c:1]1([O:7][P:8](=[O:9])([O:10][c:11]2[cH:12][cH:13][cH:14][cH:15][cH:16]2)[CH2:17][NH:18][CH:19]([C:20](=[O:21])[NH:22][CH2:23][CH2:24][C:25](=[O:26])[OH:27])[CH2:28][c:29]2[cH:30][cH:31][c:32](-[c:35]3[cH:36][cH:37][cH:38][cH:39][cH:40]3)[cH:33][cH:34]2)[cH:2][cH:3][cH:4][cH:5][cH:6]1>>[c:1]1([O:7][P:8](=[O:9])([OH:10])[CH2:17][NH:18][CH:19]([C:20](=[O:21])[NH:22][CH2:23][CH2:24][C:25](=[O:26])[OH:27])[CH2:28][c:29]2[cH:30][cH:31][c:32](-[c:35]3[cH:36][cH:37][cH:38][cH:39][cH:40]3)[cH:33][cH:34]2)[cH:2][cH:3][cH:4][cH:5][cH:6]1. The product is O=C(O)CCNC(=O)C(Cc1ccc(-c2ccccc2)cc1)NCP(=O)(O)Oc1ccccc1. The reactants are CC#N, Cl, O=C(O)CCNC(=O)C(Cc1ccc(-c2ccccc2)cc1)NCP(=O)(Oc1ccccc1)Oc1ccccc1. The reactants are COC1=CC=C(C=C1)N1CCN(CC1)C(N)=N (4-(4-methoxyphenyl)-1-piperazinecarboximidamide), Cl(=O)(=O)(=O)[O-].C[NH2+]C (N-methylmethanaminium perchlorate), solution, C[O-].[Na+] (sodium methoxide), solution, C[O-].[Na+] (sodium methoxide). Solvent: C(CC)O (1-propanol), CO (methanol), CO (methanol). Reaction conditions: time 2 hour. The product is CN(C)C=NC=1C=NC(=NC1)N1CCN(CC1)C1=CC=C(C=C1)OC (N-[(dimethylamino)methylene]-2-[4-(4-methoxyphenyl)-1-piperazinyl]-5-pyrimidinamine). The yield is 62.5%. Reaction SMILES: [CH3:1][O:2][C:3]1[CH:8]=[CH:7][C:6]([N:9]2[CH2:14][CH2:13][N:12]([C:15](=[NH:17])[NH2:16])[CH2:11][CH2:10]2)=[CH:5][CH:4]=1.Cl([O-])(=O)(=O)=O.[CH3:23][NH2+:24][CH3:25].C[O-].[Na+]>C(O)CC.CO>[CH3:23][N:24]([CH:10]=[N:9][C:6]1[CH:5]=[N:17][C:15]([N:12]2[CH2:11][CH2:10][N:9]([C:6]3[CH:5]=[CH:4][C:3]([O:2][CH3:1])=[CH:8][CH:7]=3)[CH2:14][CH2:13]2)=[N:16][CH:7]=1)[CH3:25] |f:1.2,3.4|. Procedure: To a mixture of 20 g of 4-(4-methoxyphenyl)-1-piperazinecarboximidamide and 21 g of N-[3-(dimethylamino)methylene]amino]-2-propenylidene]-N-methylmethanaminium perchlorate in 200 ml of 1-propanol were added dropwise 70 ml of a solution of sodium methoxide in methanol (1M). After stirring for 2 hours there were added dropwise again 70 ml of a solution of sodium methoxide in methanol (1M). Then the mixture was stirred and refluxed for 2 hours. After cooling, the reaction mixture was evaporated and... Starting materials: NC=1C(=NC=CC1C)F (3-amino-2-fluoro-4-methylpyridine), N1=CC=CC=C1 (pyridine), CS(=O)C (dimethyl sulfoxide), BrC=1N=C(C=2N(C1)N=C(N2)S(=O)(=O)Cl)OC (6-bromo-2-chlorosulfonyl-8-methoxy[1,2,4]triazolo[1,5-a]pyrazine). The solvent is C(C)#N (acetonitrile). Yields the product FC1=NC=CC(=C1NS(=O)(=O)C1=NN2C(C(=NC(=C2)Br)OC)=N1)C (N-(2-Fluoro-4-methyl-3-pyridinyl)-6-bromo-8-methoxy[1,2,4]triazolo[1,5-a]pyrazine-2-sulfonamide). As a reaction SMILES: [Br:1][C:2]1[N:3]=[C:4]([O:15][CH3:16])[C:5]2[N:6]([N:8]=[C:9]([S:11](Cl)(=[O:13])=[O:12])[N:10]=2)[CH:7]=1.[NH2:17][C:18]1[C:19]([F:25])=[N:20][CH:21]=[CH:22][C:23]=1[CH3:24].N1C=CC=CC=1.CS(C)=O>C(#N)C>[F:25][C:19]1[C:18]([NH:17][S:11]([C:9]2[N:10]=[C:5]3[C:4]([O:15][CH3:16])=[N:3][C:2]([Br:1])=[CH:7][N:6]3[N:8]=2)(=[O:13])=[O:12])=[C:23]([CH3:24])[CH:22]=[CH:21][N:20]=1. Reported procedure: A solution of 1.36 g (4.14 mmol) of 6-bromo-2-chlorosulfonyl-8-methoxy[1,2,4]triazolo[1,5-a]pyrazine in 15 mL of dry acetonitrile was placed in a flask equipped with a drying tube and was treated sequentially with 1.56 g (12.4 mmol) of 3-amino-2-fluoro-4-methylpyridine, 0.34 mL (4.21 mmol) of pyridine and 60 μL (0.85 mmol) of dimethyl sulfoxide at room temperature. The reaction became progressively darker and after 15 hours the volatiles were removed by evaporation under reduced pressure and the... Starting materials: CC1Cc2cc(COc3ccc(N)cc3)ccc2O1, CON(C)C(=O)Cl, c1ccncc1. The product is CON(C)C(=O)Nc1ccc(OCc2ccc3c(c2)CC(C)O3)cc1. Reaction SMILES: [CH3:1][CH:2]1[O:3][c:4]2[c:5]([cH:7][c:8]([CH2:11][O:12][c:13]3[cH:14][cH:15][c:16]([NH2:17])[cH:18][cH:19]3)[cH:9][cH:10]2)[CH2:6]1.[CH3:20][O:21][N:22]([C:23](=[O:24])[Cl:25])[CH3:26].[cH:27]1[cH:28][cH:29][n:30][cH:31][cH:32]1>>[CH3:1][CH:2]1[O:3][c:4]2[c:5]([cH:7][c:8]([CH2:11][O:12][c:13]3[cH:14][cH:15][c:16]([NH:17][C:23]([N:22]([O:21][CH3:20])[CH3:26])=[O:24])[cH:18][cH:19]3)[cH:9][cH:10]2)[CH2:6]1. The reactants are COC=1C=C(C=CC1)\C(=C/C=C/C(=O)O)\C1=CC=CC=C1 ((2E,4Z)-5-(3-methoxyphenyl)-5-phenyl-2,4-pentadienoic acid), [N+](=O)([O-])C1=CC=C(C=C1)O (4-nitrophenol), C1(CCCCC1)N=C=NC1CCCCC1 (1,3-dicyclohexylcarbodiimide). Solvent: ClCCl (dichloromethane). Run at time 75 minute. The product is [N+](=O)([O-])C1=CC=C(C=C1)OC(\C=C\C=C(\C1=CC=CC=C1)/C1=CC(=CC=C1)OC)=O ((2E,4Z)-5-(3-methoxyphenyl)-5-phenyl-2,4-pentadienoic acid 4-nitrophenyl ester). Isolated yield 73.5%. Reaction SMILES: [CH3:1][O:2][C:3]1[CH:4]=[C:5](/[C:9](/[C:16]2[CH:21]=[CH:20][CH:19]=[CH:18][CH:17]=2)=[CH:10]\[CH:11]=[CH:12]\[C:13]([OH:15])=[O:14])[CH:6]=[CH:7][CH:8]=1.[N+:22]([C:25]1[CH:30]=[CH:29][C:28](O)=[CH:27][CH:26]=1)([O-:24])=[O:23].C1(N=C=NC2CCCCC2)CCCCC1>ClCCl>[N+:22]([C:25]1[CH:30]=[CH:29][C:28]([O:14][C:13](=[O:15])/[CH:12]=[CH:11]/[CH:10]=[C:9](\[C:5]2[CH:6]=[CH:7][CH:8]=[C:3]([O:2][CH3:1])[CH:4]=2)/[C:16]2[CH:17]=[CH:18][CH:19]=[CH:20][CH:21]=2)=[CH:27][CH:26]=1)([O-:24])=[O:23]. Procedure details: As in Example 115, (2E,4Z)-5-(3-methoxyphenyl)-5-phenyl-2,4-pentadienoic acid (2.85 g) and 4-nitrophenol (1.56 g) in dichloromethane (35 mL) was treated with 1,3-dicyclohexylcarbodiimide (2.1 g) and the mixture was stirred at room temperature for 75 minutes. The usual work up furnished 3.5 g of crude product which was crystallized from 2-propanol to give 3.0 g of (2E,4Z)-5-(3-methoxyphenyl)-5-phenyl-2,4-pentadienoic acid 4-nitrophenyl ester mp 155°-157° C. Anal. Calculated for C24H19NO5 : C, 71.... Reactants: BrC=1C=C2C(=NNC(C2=CC1)=O)Cl (6-bromo-4-chloro-2H-phthalazin-1-one), CNCC1=CC=2OCCN(C2N=C1)C (N-methyl-(4-methyl-3,4-dihydro-2H-pyrido[3,2-b][1,4]oxazin-7-yl)methylamine), CC1(C2=C(C(=CC=C2)P(C3=CC=CC=C3)C4=CC=CC=C4)OC5=C(C=CC=C51)P(C6=CC=CC=C6)C7=CC=CC=C7)C (xantphos), CC(C)(C)[O-].[Na+] (NaOtBu). Reagents/catalysts: C=1C=CC(=CC1)/C=C/C(=O)/C=C/C2=CC=CC=C2.C=1C=CC(=CC1)/C=C/C(=O)/C=C/C2=CC=CC=C2.C=1C=CC(=CC1)/C=C/C(=O)/C=C/C2=CC=CC=C2.[Pd].[Pd] (Pd2(dba)3). Run in CCOC(=O)C (EtOAc), O1CCOCC1 (dioxane). The product is Hexanes EtOAc, ClC1=NNC(C2C=CC(=CC12)N(CC1=CC=2OCCN(C2N=C1)C)C)=O (4-chloro-6-[methyl-(4-methyl-3,4-dihydro-2H-pyrido[3,2-b][1,4]oxazin-7-ylmethyl)-amino]-4a,8a-dihydro-2H-phthalazin-1-one). The yield is 1.3%. Reaction SMILES: Br[C:2]1[CH:3]=[C:4]2[C:9](=[CH:10][CH:11]=1)[C:8](=[O:12])[NH:7][N:6]=[C:5]2[Cl:13].[CH3:14][NH:15][CH2:16][C:17]1[CH:26]=[N:25][C:24]2[N:23]([CH3:27])[CH2:22][CH2:21][O:20][C:19]=2[CH:18]=1.CC1(C)C2C(=C(P(C3C=CC=CC=3)C3C=CC=CC=3)C=CC=2)OC2C(P(C3C=CC=CC=3)C3C=CC=CC=3)=CC=CC1=2.CC([O-])(C)C.[Na+]>O1CCOCC1.CCOC(C)=O.C1C=CC(/C=C/C(/C=C/C2C=CC=CC=2)=O)=CC=1.C1C=CC(/C=C/C(/C=C/C2C=CC=CC=2)=O)=CC=1.C1C=CC(/C=C/C(/C=C/C2C=CC=CC=2)=O)=CC=1.[Pd].[Pd]>[Cl:13][C:5]1[CH:4]2[CH:9]([CH:10]=[CH:11][C:2]([N:15]([CH3:14])[CH2:16][C:17]3[CH:26]=[N:25][C:24]4[N:23]([CH3:27])[CH2:22][CH2:21][O:20][C:19]=4[CH:18]=3)=[CH:3]2)[C:8](=[O:12])[NH:7][N:6]=1 |f:3.4,7.8.9.10.11|. Procedure: A mixture 6-bromo-4-chloro-2H-phthalazin-1-one (275 mg, 1.06 mmol), N-methyl-(4-methyl-3,4-dihydro-2H-pyrido[3,2-b][1,4]oxazin-7-yl)methylamine (250 mg, 1.29 mmol), Pd2(dba)3 (113 mg, 0.123 mmol), xantphos (214 mg, 0.370 mmol) and NaOtBu (380 g, 3.696 mmol) in dioxane (6 mL) was heated at 80° C. for 3.5 h. The mixture was allowed to cool, diluted with EtOAc and washed with water. The organic layer was washed with sat.aq. NaHCO3, brine and dried (Na2SO4). Chromatography (Hexanes/EtOAc) afforded 4... The reactants are c1(c(nccc1)Br)Cl, c1(c(nccc1)Cl)Cl, C1CC[C@H](CN1C(=O)OC(C)(C)C)NC(=O)c1ccc(cc1)OCCOC. Reagents/catalysts: c1ccc(cc1)-c2c3ccccc3cc4ccccc24 (9-Phenylanthracene), C[Si](C)(C)[N-][Si](C)(C)C.[K+] (KHMDS), cataCXium PiCy, Pd(OAc)2. The solvent is CC1=CC=CC=C1 (Toluene). Reaction conditions: temperature 110 celsius, time 18 hour. The product is COCCOc1ccc(cc1)C(=O)N([C@@H]2CCCN(C2)C(=O)OC(C)(C)C)c3ncccc3Cl. RXN SMILES: [CH3:1][O:2][CH2:3][CH2:4][O:5][c:6]1[cH:11][cH:10][c:9]([C:12]([NH:14][C@H:15]2[CH2:20][N:19]([C:21]([O:23][C:24]([CH3:27])([CH3:26])[CH3:25])=[O:22])[CH2:18][CH2:17][CH2:16]2)=[O:13])[cH:8][cH:7]1.[Cl:28][c:29]1[c:34](Br)[n:33][cH:32][cH:31][cH:30]1.Clc1c(Cl)nccc1>>[CH3:1][O:2][CH2:3][CH2:4][O:5][c:6]1[cH:11][cH:10][c:9]([C:12]([N:14]([c:34]2[c:29]([Cl:28])[cH:30][cH:31][cH:32][n:33]2)[C@H:15]3[CH2:20][N:19]([C:21]([O:23][C:24]([CH3:27])([CH3:26])[CH3:25])=[O:22])[CH2:18][CH2:17][CH2:16]3)=[O:13])[cH:8][cH:7]1.